This data is from the Open Reaction Database (ORD), a public repository of structured organic reaction records. The task is: describe an organic reaction: reactants, conditions, products, and yield Starting materials: O=C[O-], N#Cc1ccc2oc(-c3ccc(N)cc3)nc2c1, [NH4+], Cc1cc(C#N)cc([N+](=O)[O-])c1O. The product is Cc1cc(C#N)cc(N)c1O. RXN SMILES: [CH:14]([O-:15])=[O:16].[NH2:18][c:19]1[cH:20][cH:21][c:22](-[c:23]2[o:24][c:25]3[cH:26][cH:27][c:28]([C:29]#[N:30])[cH:31][c:32]3[n:33]2)[cH:34][cH:35]1.[NH4+:17].[OH:1][c:2]1[c:3]([CH3:13])[cH:4][c:5]([C:6]#[N:7])[cH:8][c:9]1[N+:10]([O-:11])=[O:12]>>[OH:1][c:2]1[c:3]([CH3:13])[cH:4][c:5]([C:6]#[N:7])[cH:8][c:9]1[NH2:10]. Starting materials: BrC1=CC=CC(=N1)CC#N ((6-Bromopyridin-2-yl)acetonitrile), [N-]=[N+]=[N-].[Na+] (NaN3). Reagents/catalysts: [Zn+2].[Br-].[Br-] (ZnBr2). Run in O (water). Conditions: temperature 110 celsius, time 18 hour. The product is BrC1=NC(=CC=C1)CC=1N=NNN1 (2-Bromo-6-(2H-tetrazol-5-ylmethyl)pyridine). RXN SMILES: [Br:1][C:2]1[N:7]=[C:6]([CH2:8][C:9]#[N:10])[CH:5]=[CH:4][CH:3]=1.[N-:11]=[N+:12]=[N-:13].[Na+]>O.[Zn+2].[Br-].[Br-]>[Br:1][C:2]1[CH:3]=[CH:4][CH:5]=[C:6]([CH2:8][C:9]2[N:11]=[N:12][NH:13][N:10]=2)[N:7]=1 |f:1.2,4.5.6|. Reported procedure: (6-Bromopyridin-2-yl)acetonitrile (Example 235, Step 1) (1.00 g, 5.08 mmol), NaN3 (396 mg, 6.09 mmol), and ZnBr2 (1.14 g, 5.08 mmol) were combined in water (10 mL) in a screw-cap vial, sealed, and vigorously stirred at 110° C. for 18 h. The suspension was filtered, and the isolated solid was washed with water to provide the title compound as a colorless solid. The reactants are NC=1SC=C(N1)C(C(=O)O)=NOC (2-(2-amino-4-thiazolyl)-2-methoxyiminoacetic acid), P(=O)(Cl)(Cl)Cl (Phosphorus oxychloride), Cl.NC1[C@@H]2N(C(=CCS2)C(=O)OCC2=CC=C(C=C2)[N+](=O)[O-])C1=O (p-nitrobenzyl 7-amino-3-cephem-4-carboxylate hydrochloride), P(=O)(Cl)(Cl)Cl (Phosphorus oxychloride), C[Si](C)(C)CC(=O)N (Trimethylsilylacetamide), C([O-])(O)=O.[Na+] (sodium bicarbonate). Run in C(C)(=O)OCC (ethyl acetate), CN(C=O)C (dimethylformamide), CC(=O)C (acetone), O1CCCC1 (tetrahydrofuran). Conditions: time 30 minute. Yields the product NC=1SC=C(N1)C(C(=O)NC1[C@@H]2N(C(=CCS2)C(=O)OCC2=CC=C(C=C2)[N+](=O)[O-])C1=O)=NOC (p-nitrobenzyl 7-[2-(2-amino-4-thiazolyl)-2-methoxyiminoacetamido]-3-cephem-4-carboxylate). Isolated yield 60.4%. Reaction SMILES: P(Cl)(Cl)(Cl)=O.[NH2:6][C:7]1[S:8][CH:9]=[C:10]([C:12](=[N:16][O:17][CH3:18])[C:13]([OH:15])=O)[N:11]=1.C[Si](CC(N)=O)(C)C.Cl.[NH2:28][CH:29]1[C:49](=[O:50])[N:31]2[C:32]([C:36]([O:38][CH2:39][C:40]3[CH:45]=[CH:44][C:43]([N+:46]([O-:48])=[O:47])=[CH:42][CH:41]=3)=[O:37])=[CH:33][CH2:34][S:35][C@H:30]12.C(=O)(O)[O-].[Na+]>C(OCC)(=O)C.CC(C)=O.O1CCCC1.CN(C)C=O>[NH2:6][C:7]1[S:8][CH:9]=[C:10]([C:12](=[N:16][O:17][CH3:18])[C:13]([NH:28][CH:29]2[C:49](=[O:50])[N:31]3[C:32]([C:36]([O:38][CH2:39][C:40]4[CH:41]=[CH:42][C:43]([N+:46]([O-:48])=[O:47])=[CH:44][CH:45]=4)=[O:37])=[CH:33][CH2:34][S:35][C@H:30]23)=[O:15])[N:11]=1 |f:3.4,5.6|. Procedure details: Phosphorus oxychloride (1.2 g.) was added all at once to a suspension of 2-(2-amino-4-thiazolyl)-2-methoxyiminoacetic acid (syn-isomer: 1.23 g.) in ethyl acetate (12 ml.) at 5° C. and stirred at 4° to 6° C. for 30 minutes. Trimethylsilylacetamide (1.0 g.) was added to the solution and stirred at 4° to 6° C. for 30 minutes. Phosphorus oxychloride (1.2 g.) was added again to the solution and stirred for 15 minutes. And further, dimethylformamide (0.5 g.) was added all at once to the solution at 4°... Starting materials: FC1=C(OC2=NC=CC=3C(=CC=CC23)N)C=C(C=C1)C(F)(F)F (1-(2-fluoro-5-(trifluoromethyl)phenoxy)isoquinolin-5-amine), CCN(C(C)C)C(C)C (DIPEA), ClC1=C(C(=O)O)C=C(C=C1)CNC(C(C)(C)C)=O (2-chloro-5-(pivalamidomethyl)benzoic acid), C(C(=O)Cl)(=O)Cl (oxalyl chloride). The reagents and catalysts are CN(C)C=O (DMF). The solvent is C(Cl)Cl (CH2Cl2). Yields the product ClC1=C(C(=O)NC2=C3C=CN=C(C3=CC=C2)OC2=C(C=CC(=C2)C(F)(F)F)F)C=C(C=C1)CNC(C(C)(C)C)=O (2-Chloro-N-(1-(2-fluoro-5-(trifluoromethyl)phenoxy)isoquinolin-5-yl)-5-(pivalamidomethyl)benzamide). Isolated yield 25.4%. RXN SMILES: [F:1][C:2]1[CH:19]=[CH:18][C:17]([C:20]([F:23])([F:22])[F:21])=[CH:16][C:3]=1[O:4][C:5]1[C:14]2[CH:13]=[CH:12][CH:11]=[C:10]([NH2:15])[C:9]=2[CH:8]=[CH:7][N:6]=1.[Cl:24][C:25]1[CH:33]=[CH:32][C:31]([CH2:34][NH:35][C:36](=[O:41])[C:37]([CH3:40])([CH3:39])[CH3:38])=[CH:30][C:26]=1[C:27](O)=[O:28].C(Cl)(=O)C(Cl)=O.CCN(C(C)C)C(C)C>CN(C=O)C.C(Cl)Cl>[Cl:24][C:25]1[CH:33]=[CH:32][C:31]([CH2:34][NH:35][C:36](=[O:41])[C:37]([CH3:39])([CH3:38])[CH3:40])=[CH:30][C:26]=1[C:27]([NH:15][C:10]1[CH:11]=[CH:12][CH:13]=[C:14]2[C:9]=1[CH:8]=[CH:7][N:6]=[C:5]2[O:4][C:3]1[CH:16]=[C:17]([C:20]([F:21])([F:23])[F:22])[CH:18]=[CH:19][C:2]=1[F:1])=[O:28]. Reported procedure: The title compound was prepared following the procedure described in Example-1 using 1-(2-fluoro-5-(trifluoromethyl)phenoxy)isoquinolin-5-amine (Intermediate-36, 80 mg, 0.24 mmol), 2-chloro-5-(pivalamidomethyl)benzoic acid (Intermediate-5, 134 mg, 0.49 mmol), oxalyl chloride (93 mg, 0.74 mmol), DMF (1 drop) and DIPEA (93 mg, 0.72 mmol) in CH2Cl2 (5 mL) to afford 35 mg of the title product. 1H NMR (300 MHz, DMSO-d6): δ 10.77 (s, 1H), 8.32 (d, 1H), 8.11 (t, 1H), 8.09 (d, 1H), 8.00-7.96 (m, 2H), 7....